This data is from the Open Reaction Database (ORD), a public repository of structured organic reaction records. The task is: describe an organic reaction: reactants, conditions, products, and yield The reactants are C1(CCCC1)N1N=C(C=2C(=NC=CC21)OC)C=2C=C(SC2)C(=O)NC (4-(1-cyclopentyl-4-methoxy-1H-pyrazolo[4,3-c]pyridin-3-yl)-N-methylthiophene-2-carboxamide), [I-].[Na+] (sodium iodide), Cl[Si](C)(C)C (chloro(trimethyl)silane), O (water). Solvent: C(C)#N (acetonitrile). Run at temperature 60 celsius, time 30 minute. The product is C1(CCCC1)N1N=C(C=2C(NC=CC21)=O)C=2C=C(SC2)C(=O)NC (4-(1-cyclopentyl-4-oxo-4,5-dihydro-1H-pyrazolo[4,3-c]pyridin-3-yl)-N-methylthiophene-2-carboxamide). Isolated yield 88.7%. Reaction SMILES: [CH:1]1([N:6]2[C:14]3[CH:13]=[CH:12][N:11]=[C:10]([O:15]C)[C:9]=3[C:8]([C:17]3[CH:18]=[C:19]([C:22]([NH:24][CH3:25])=[O:23])[S:20][CH:21]=3)=[N:7]2)[CH2:5][CH2:4][CH2:3][CH2:2]1.[I-].[Na+].Cl[Si](C)(C)C.O>C(#N)C>[CH:1]1([N:6]2[C:14]3[CH:13]=[CH:12][NH:11][C:10](=[O:15])[C:9]=3[C:8]([C:17]3[CH:18]=[C:19]([C:22]([NH:24][CH3:25])=[O:23])[S:20][CH:21]=3)=[N:7]2)[CH2:2][CH2:3][CH2:4][CH2:5]1 |f:1.2|. Procedure: To a solution of 4-(1-cyclopentyl-4-methoxy-1H-pyrazolo[4,3-c]pyridin-3-yl)-N-methylthiophene-2-carboxamide (67.4 mg) in acetonitrile (10 mL) were added sodium iodide (56.7 mg) and chloro(trimethyl)silane (0.192 mL), and the mixture was stirred at 60° C. for 30 min. To the reaction mixture was added water, and the mixture was extracted with ethyl acetate. The organic layer was washed with saturated brine, dried over anhydrous sodium sulfate, and concentrated under reduced pressure. The residue w...